Dataset: the Open Reaction Database (ORD), a public repository of structured organic reaction records. Task: describe an organic reaction: reactants, conditions, products, and yield The reactants are Br, Br, CCOC(C)=O, CC(=O)c1ccc(Cl)c(S(N)(=O)=O)c1. Yields the product NS(=O)(=O)c1cc(C(=O)CBr)ccc1Cl. RXN SMILES: [Br:15].[BrH:16].[CH3:17][CH2:18][O:19][C:20](=[O:21])[CH3:22].[Cl:1][c:2]1[c:3]([S:11]([NH2:12])(=[O:13])=[O:14])[cH:4][c:5]([C:8]([CH3:9])=[O:10])[cH:6][cH:7]1>>[Cl:1][c:2]1[c:3]([S:11]([NH2:12])(=[O:13])=[O:14])[cH:4][c:5]([C:8]([CH2:9][Br:16])=[O:10])[cH:6][cH:7]1. The reactants are CC1=C(C=C(C=C1)NC(OCC1=CC=CC=C1)=O)OC1=NC=C(C=C1)[N+](=O)[O-] (Benzyl {4-methyl-3-[(5-nitropyridin-2-yl)oxy]phenyl}carbamate), CC1=C(C=C(C=C1)NC(OCC1=CC=CC=C1)=O)OC1=NC=C(C=C1)[N+](=O)[O-] (benzyl {4-methyl-3-[(5-nitropyridin-2-yl)oxy]phenyl}carbamate), CN1C(CCC1)=O (1-methylpyrrolidin-2-one), Cl (hydrochloric acid), reduced iron. Run in C(C)(=O)OCC (ethyl acetate), [OH-].[Na+] (sodium hydroxide), C(C)O (ethanol). Conditions: temperature 100 celsius, time 3 hour. Product: NC=1C=CC(=NC1)OC=1C=C(C=CC1C)NC(OCC1=CC=CC=C1)=O (benzyl {3-[(5-aminopyridin-2-yl)oxy]-4-methylphenyl}carbamate). Yield: 166.3%. Reaction SMILES: [CH3:1][C:2]1[CH:7]=[CH:6][C:5]([NH:8][C:9](=[O:18])[O:10][CH2:11][C:12]2[CH:17]=[CH:16][CH:15]=[CH:14][CH:13]=2)=[CH:4][C:3]=1[O:19][C:20]1[CH:25]=[CH:24][C:23]([N+:26]([O-])=O)=[CH:22][N:21]=1.CN1CCCC1=O.Cl>C(O)C.C(OCC)(=O)C.[OH-].[Na+]>[NH2:26][C:23]1[CH:24]=[CH:25][C:20]([O:19][C:3]2[CH:4]=[C:5]([NH:8][C:9](=[O:18])[O:10][CH2:11][C:12]3[CH:13]=[CH:14][CH:15]=[CH:16][CH:17]=3)[CH:6]=[CH:7][C:2]=2[CH3:1])=[N:21][CH:22]=1 |f:5.6|. Procedure: To a solution of benzyl {4-methyl-3-[(5-nitropyridin-2-yl)oxy]phenyl}carbamate (36.9 g, 97.4 mmol) in ethanol (200 mL)/1-methylpyrrolidin-2-one (50 mL) were added 1N hydrochloric acid (50 mL) and reduced iron (27.2 g, 487 mmol), and the mixture was stirred at 100° C. for 3 hr. The reaction mixture was diluted with ethyl acetate (200 mL), and 2N aqueous sodium hydroxide solution (50 mL) was added. The insoluble material was filtered off through a celite pad, and the insoluble material was washed ... The reactants are Cl.NCC1=NC=CC(=C1C)C (2-aminomethyl-3,4-dimethylpyridine hydrochloride), C([O-])([O-])=O.[K+].[K+] (potassium carbonate). Product: NCC1=NC=CC(=C1C)C (2-aminomethyl-3,4-dimethylpyridine). RXN SMILES: Cl.[NH2:2][CH2:3][C:4]1[C:9]([CH3:10])=[C:8]([CH3:11])[CH:7]=[CH:6][N:5]=1.C(=O)([O-])[O-].[K+].[K+]>>[NH2:2][CH2:3][C:4]1[C:9]([CH3:10])=[C:8]([CH3:11])[CH:7]=[CH:6][N:5]=1 |f:0.1,2.3.4|. Procedure: In an autoclave, 3.40 g of 6-cyano-3,4-dimethylpyridine (25.7 mmol), 0.15 g of Pd/C (water-content=50%), 200 mL methanol and 3.0 mL concentrated hydrochloric acid are placed, stirred at room temperature for 3 hours while pressurizing with hydrogen to 3 atm. The reaction solution was filtered through Celite and the filtrate was concentrated to dryness. This was washed with methanol to give 2.41 g of 2-aminomethyl-3,4-dimethylpyridine (3,4-Me2PICA) hydrochloride (93% yield). This 2-aminomethyl-3,4... Reactants: COC(=O)C1COCCC1NC(=O)c1ccccc1, COC(=O)C1COCCC1NC(=O)c1ccccc1, CCOCC, [Li+], C1CCOC1, [OH-], O. Yields the product O=C(NC1CCOCC1C(=O)O)c1ccccc1. RXN SMILES: [C:1]([c:2]1[cH:3][cH:4][cH:5][cH:6][cH:7]1)(=[O:8])[NH:9][CH:10]1[CH:11]([C:16](=[O:17])[O:18][CH3:19])[CH2:12][O:13][CH2:14][CH2:15]1.[C:20]([NH:21][CH:22]1[CH2:23][CH2:24][O:25][CH2:26][CH:27]1[C:28]([O:29][CH3:30])=[O:31])(=[O:32])[c:33]1[cH:34][cH:35][cH:36][cH:37][cH:38]1.[CH3:47][CH2:48][O:49][CH2:50][CH3:51].[Li+:40].[O:42]1[CH2:43][CH2:44][CH2:45][CH2:46]1.[OH-:39].[OH2:41]>>[C:1]([c:2]1[cH:3][cH:4][cH:5][cH:6][cH:7]1)(=[O:8])[NH:9][CH:10]1[CH:11]([C:16](=[O:17])[OH:18])[CH2:12][O:13][CH2:14][CH2:15]1. Starting materials: C(C)(C)(C)N1N=CC(=C1C1=CC=C(C=C1)F)C=1SC=C(N1)CC(=O)OCC (ethyl 2-(2-(1-tert-butyl-5-(4-fluorophenyl)-1H-pyrazol-4-yl)thiazol-4-yl)acetate), [OH-].[Na+] (sodium hydroxide), [OH-].[Na+] (sodium hydroxide). Run in C(C)O (ethanol). Conditions: time 30 minute. Product: C(C)(C)(C)N1N=CC(=C1C1=CC=C(C=C1)F)C=1SC=C(N1)CC(=O)O (2-(2-(1-tert-butyl-5-(4-fluorophenyl)-1H-pyrazol-4-yl)thiazol-4-yl)acetic acid). Isolated yield 68.6%. As a reaction SMILES: [C:1]([N:5]1[C:9]([C:10]2[CH:15]=[CH:14][C:13]([F:16])=[CH:12][CH:11]=2)=[C:8]([C:17]2[S:18][CH:19]=[C:20]([CH2:22][C:23]([O:25]CC)=[O:24])[N:21]=2)[CH:7]=[N:6]1)([CH3:4])([CH3:3])[CH3:2].[OH-].[Na+]>C(O)C>[C:1]([N:5]1[C:9]([C:10]2[CH:11]=[CH:12][C:13]([F:16])=[CH:14][CH:15]=2)=[C:8]([C:17]2[S:18][CH:19]=[C:20]([CH2:22][C:23]([OH:25])=[O:24])[N:21]=2)[CH:7]=[N:6]1)([CH3:4])([CH3:2])[CH3:3] |f:1.2|. Procedure: A solution of the compound (3.96 g, 10.22 mmol) obtained in step 5 and 1N aqueous sodium hydroxide solution (15.33 mL, 15.33 mmol) in ethanol (50 mL) was stirred at room temperature for 2 hr. To the reaction mixture was further added 1N aqueous sodium hydroxide solution (5.0 mL, 5.0 mmol), and the mixture was stirred at room temperature for 30 min. The reaction mixture was concentrated under reduced pressure, and water was added to the residue. 1N Hydrochloric acid was added thereto, and the pre...